From a dataset of the Open Reaction Database (ORD), a public repository of structured organic reaction records. describe an organic reaction: reactants, conditions, products, and yield Reactants: CC(C)(C)OC(=O)N(C(=O)OC(C)(C)C)c1ccc(Cl)nc1Cl, [Na+], [Na+], O=C([O-])[O-], CN(C)C=O, C1COCCO1, O, OB(O)c1ccccc1, c1ccc(P(c2ccccc2)(c2ccccc2)[Pd](P(c2ccccc2)(c2ccccc2)c2ccccc2)(P(c2ccccc2)(c2ccccc2)c2ccccc2)P(c2ccccc2)(c2ccccc2)c2ccccc2)cc1. Yields the product CC(C)(C)OC(=O)N(C(=O)OC(C)(C)C)c1ccc(-c2ccccc2)nc1Cl. Reaction SMILES: [C:1]([CH3:2])([CH3:3])([CH3:4])[O:5][C:6](=[O:7])[N:8]([C:9](=[O:10])[O:11][C:12]([CH3:13])([CH3:14])[CH3:15])[c:16]1[c:17]([Cl:23])[n:18][c:19]([Cl:22])[cH:20][cH:21]1.[Na+:33].[Na+:34].[O-:35][C:36](=[O:37])[O-:38].[O:123]=[CH:124][N:125]([CH3:126])[CH3:127].[O:39]1[CH2:40][CH2:41][O:42][CH2:43][CH2:44]1.[OH2:122].[c:24]1([B:30]([OH:31])[OH:32])[cH:25][cH:26][cH:27][cH:28][cH:29]1.[cH:45]1[cH:46][cH:47][c:48]([P:49]([Pd:50]([P:51]([c:52]2[cH:53][cH:54][cH:55][cH:56][cH:57]2)([c:58]2[cH:59][cH:60][cH:61][cH:62][cH:63]2)[c:64]2[cH:65][cH:66][cH:67][cH:68][cH:69]2)([P:70]([c:71]2[cH:72][cH:73][cH:74][cH:75][cH:76]2)([c:77]2[cH:78][cH:79][cH:80][cH:81][cH:82]2)[c:83]2[cH:84][cH:85][cH:86][cH:87][cH:88]2)[P:89]([c:90]2[cH:91][cH:92][cH:93][cH:94][cH:95]2)([c:96]2[cH:97][cH:98][cH:99][cH:100][cH:101]2)[c:102]2[cH:103][cH:104][cH:105][cH:106][cH:107]2)([c:108]2[cH:109][cH:110][cH:111][cH:112][cH:113]2)[c:114]2[cH:115][cH:116][cH:117][cH:118][cH:119]2)[cH:120][cH:121]1>>[C:1]([CH3:2])([CH3:3])([CH3:4])[O:5][C:6](=[O:7])[N:8]([C:9](=[O:10])[O:11][C:12]([CH3:13])([CH3:14])[CH3:15])[c:16]1[c:17]([Cl:23])[n:18][c:19](-[c:24]2[cH:25][cH:26][cH:27][cH:28][cH:29]2)[cH:20][cH:21]1. Reactants: ClC1=NN(C=C1NC(C)=O)C=1C=NC=CC1 (N-(3-chloro-1-(pyridin-3-yl)-1H-pyrazol-4-yl)acetamide), ClC1(NN(C=C1)C=1C=NC=CC1)NCC (3-chloro-N-ethyl-1-(pyridin-3-yl)-1H-pyrazol-amine), C(C)Br (ethyl bromide), Cl (hydrochloric acid), CC(C)([O-])C.[Na+] (Sodium tert-butoxide). The solvent is O1CCCC1 (tetrahydrofuran). Run at temperature 35 celsius, time 144 hour. Product: ClC1=NN(C=C1NCC)C=1C=NC=CC1 (3-chloro-N-ethyl-1-(pyridin-3-yl)-1H-pyrazol-4-amine). Isolated yield 110.1%. RXN SMILES: ClC1(NCC)C=CN(C2C=NC=CC=2)N1.[Cl:16][C:17]1[C:21]([NH:22][C:23](=O)[CH3:24])=[CH:20][N:19]([C:26]2[CH:27]=[N:28][CH:29]=[CH:30][CH:31]=2)[N:18]=1.CC(C)([O-])C.[Na+].C(Br)C.Cl>O1CCCC1>[Cl:16][C:17]1[C:21]([NH:22][CH2:23][CH3:24])=[CH:20][N:19]([C:26]2[CH:27]=[N:28][CH:29]=[CH:30][CH:31]=2)[N:18]=1 |f:2.3|. Procedure: Alternate synthetic route to 3-chloro-N-ethyl-1-(pyridin-3-yl)-1H-pyrazol-amine (2-10): To a 3-neck, 100-mL round bottom flask was charged N-(3-chloro-1-(pyridin-3-yl)-1H-pyrazol-4-yl)acetamide (5 g, 21.13 mmol) and tetrahydrofuran (50 mL). Sodium tert-butoxide (4.06 g, 42.3 mmol) was added (causing a temperature rise from 22° C. to 27.6° C.), followed by ethyl bromide (6.26 mL, 85 mmol). The reaction was stirred at 35° C. for 144 h at which point only 3.2% (AUC) starting material remained. The ... Starting materials: N(=[N+]=[N-])C1=CC=CC=C1 (azidobenzene), O=C1C(O)=C(O)[C@H](O1)[C@@H](O)CO (ascorbic acid), CuSO4.5H2O, OC(CCN(C(OC)=O)C(C)(C#C)C)(CC(=C)C)C1=CC=CC=C1 (methyl 3-hydroxy-5-methyl-3-phenylhex-5-enyl(2-methylbut-3-yn-2-yl)carbamate), N(=[N+]=[N-])C1=CC=CC=C1 (azidobenzene), O=C1C(O)=C(O)[C@H](O1)[C@@H](O)CO (ascorbic acid). Reagents/catalysts: [O-]S(=O)(=O)[O-].[Cu+2].O (CuSO4.H2O). Run in O (H2O), CC(C)(C)O (t-BuOH). Conditions: time 2 day. The product is OC(CCN(C(OC)=O)C(C)(C)C=1N=NN(C1)C1=CC=CC=C1)(CC(=C)C)C1=CC=CC=C1 (methyl 3-hydroxy-5-methyl-3-phenylhex-5-enyl(2-(1-phenyl-1H-1,2,3-triazol-4-yl)propan-2-yl)carbamate). Yield: 44.0%. RXN SMILES: [OH:1][C:2]([C:19]1[CH:24]=[CH:23][CH:22]=[CH:21][CH:20]=1)([CH2:15][C:16]([CH3:18])=[CH2:17])[CH2:3][CH2:4][N:5]([C:10]([CH3:14])([C:12]#[CH:13])[CH3:11])[C:6](=[O:9])[O:7][CH3:8].[N:25]([C:28]1[CH:33]=[CH:32][CH:31]=[CH:30][CH:29]=1)=[N+:26]=[N-:27].O=C1O[C@H]([C@H](CO)O)C(O)=C1O>O.CC(O)(C)C.[O-]S([O-])(=O)=O.[Cu+2].O>[OH:1][C:2]([C:19]1[CH:20]=[CH:21][CH:22]=[CH:23][CH:24]=1)([CH2:15][C:16]([CH3:18])=[CH2:17])[CH2:3][CH2:4][N:5]([C:10]([C:12]1[N:27]=[N:26][N:25]([C:28]2[CH:33]=[CH:32][CH:31]=[CH:30][CH:29]=2)[CH:13]=1)([CH3:14])[CH3:11])[C:6](=[O:9])[O:7][CH3:8] |f:5.6.7|. Procedure details: To a stirred solution of methyl 3-hydroxy-5-methyl-3-phenylhex-5-enyl(2-methylbut-3-yn-2-yl)carbamate (26 mg, 0.081 mmol) and azidobenzene (29 mg, 0.24 mmol) in H2O (1 mL) and t-BuOH (1 mL) was added ascorbic acid (3.2 mg, 0.016 mmol)followed by CuSO4.H2O (0.5 mg, 0.002 mmol). The mixture was stirred at rt for 2 d. Additional azidobenzene (29 mg, 0.24 mmol), ascorbic acid (3.2 mg, 0.016 mmol) and CuSO4.5H2O (0.5 mg, 0.002 mmol) were added. The mixture was stirred for 4 h at rt and purified by pr... Starting materials: C(C)OC(C(CC)OC1=CC=C2N=CC=C(C([C@H]3C[C@H]4[C@H](CN3CC4)C=C)O)C2=C1)=O ((9-Hydroxycinchonan-6'-yl) oxybutanoic acid ethyl ester), C(C)OC(C(CC)OC1=CC=C2N=CC=C(C([C@H]3C[C@H]4[C@H](CN3CC4)C=C)O)C2=C1)=O ((9-Hydroxycinchonan-6'-yl) oxybutanoic acid ethyl ester), BrCCCC(=O)OCC (ethyl 4-bromobutyrate), BrCCCC(=O)OCC (ethyl 4-bromobutyrate). Yields the product O[C@H]([C@H]1C[C@H]2[C@H](CN1CC2)C=C)C2=CC=NC1=CC=C(C=C21)OCCCC(=O)O ((9S)-4-[9-Hydroxycinchonan-6'-yl)oxybutanoic acid). Reaction SMILES: C(OC(=O)C([O:8][C:9]1[CH:30]=[C:29]2[C:12]([N:13]=[CH:14][CH:15]=[C:16]2[CH:17]([OH:28])[C@@H:18]2[N:23]3[CH2:24][CH2:25][C@H:20]([C@@H:21]([CH:26]=[CH2:27])[CH2:22]3)[CH2:19]2)=[CH:11][CH:10]=1)CC)C.Br[CH2:33][CH2:34][CH2:35][C:36]([O:38]CC)=[O:37]>>[OH:28][C@@H:17]([C:16]1[C:29]2[C:12](=[CH:11][CH:10]=[C:9]([O:8][CH2:33][CH2:34][CH2:35][C:36]([OH:38])=[O:37])[CH:30]=2)[N:13]=[CH:14][CH:15]=1)[C@@H:18]1[N:23]2[CH2:24][CH2:25][C@H:20]([C@@H:21]([CH:26]=[CH2:27])[CH2:22]2)[CH2:19]1. Procedure: The first step in the synthesis of the tracer of the present invention, as for the hapten, is the alkylation of 6-hydroxyquinidine using preferably one or less molar equivalent of alkylating reagent. The first step is the alkylation of 6-hydroxyquinidine(1) to (9S)-4-[(9-Hydroxycinchonan-6'-yl) oxybutanoic acid ethyl ester (5) using one molar equivalent of ethyl 4-bromobutyrate, most preferably using 0.9 molar equivalent of ethyl 4-bromobutyrate. The alkylated product (5) is hydrolyzed to obtain... Reactants: C(C)(C)(C)OC(=O)N1[C@@H](COCC1)C=O ((3S)-4-tert-butoxycarbonyl-3-formylmorpholine), C(O)([O-])=O.[Na+] (sodium hydrogen carbonate), C1(=CC=CC=C1)P(C1=CC=CC=C1)C1=CC=CC=C1 (Triphenylphosphine), C(Br)(Br)(Br)Br (carbon tetrabromide). Run in ClCCl (dichloromethane), ClCCl (dichloromethane). Reaction conditions: temperature 0 celsius, time 15 minute. Yields the product C(C)(C)(C)OC(=O)N1[C@@H](COCC1)C=C(Br)Br ((3R)-4-tert-butoxycarbonyl-3-(2,2-dibromoethenyl)morpholine). RXN SMILES: C1(P(C2C=CC=CC=2)C2C=CC=CC=2)C=CC=CC=1.[C:20]([Br:24])(Br)(Br)[Br:21].[C:25]([O:29][C:30]([N:32]1[CH2:37][CH2:36][O:35][CH2:34][C@H:33]1[CH:38]=O)=[O:31])([CH3:28])([CH3:27])[CH3:26].C(=O)([O-])O.[Na+]>ClCCl>[C:25]([O:29][C:30]([N:32]1[CH2:37][CH2:36][O:35][CH2:34][C@H:33]1[CH:38]=[C:20]([Br:24])[Br:21])=[O:31])([CH3:28])([CH3:26])[CH3:27] |f:3.4|. Reported procedure: Triphenylphosphine (7.31 g) was added to a solution of carbon tetrabromide (4.62 g) in dichloromethane (15 ml) at 0° C. and the mixture was stirred at 0° C. for 15 minutes. A solution of (3S)-4-tert-butoxycarbonyl-3-formylmorpholine (1.5 g) in dichloromethane (15 ml) was added dropwise to the solution over 10 minutes at 0° C. and stirred for 3 hours, and the mixture was added saturated sodium hydrogen carbonate solution. The organic layer was separated and the aqueous layer was extracted with et... Reactants: CCCN, CS(C)=O, O=C(O)c1ccc(F)c([N+](=O)[O-])c1, O. As a reaction SMILES: [CH2:14]([CH2:15][CH3:16])[NH2:17].[CH3:18][S:19](=[O:20])[CH3:21].[F:1][c:2]1[c:3]([N+:11](=[O:12])[O-:13])[cH:4][c:5]([C:6](=[O:7])[OH:8])[cH:9][cH:10]1.[OH2:22]>>[c:2]1([NH:17][CH2:14][CH2:15][CH3:16])[c:3]([N+:11](=[O:12])[O-:13])[cH:4][c:5]([C:6](=[O:7])[OH:8])[cH:9][cH:10]1. Product: CCCNc1ccc(C(=O)O)cc1[N+](=O)[O-]. Starting materials: ClC1=C(C(=CC=C1F)OC)[C@@H](C)C1=CNC2=NC=C(C=C21)B2OC(C(O2)(C)C)(C)C (3-[(S)-1-(2-chloro-3-fluoro-6-methoxyphenyl)-ethyl]-5-(4,4,5,5-tetramethyl-[1,3,2]dioxaborolan-2-yl)-1H-pyrrolo[2,3-b]pyridine), BrC=1C(=NN(C1)C[C@H]1OC(OC1)(C)C)C(F)(F)F (4-bromo-1-{[(4R)-2,2-dimethyl-1,3-dioxolan-4-yl]methyl}-3-(trifluoromethyl)-1H-pyrazole), C(=O)([O-])[O-].[K+].[K+] (K2CO3), Cl (HCl), O (H2O), O (H2O). The reagents and catalysts are C=1C=CC(=CC1)[P](C=2C=CC=CC2)(C=3C=CC=CC3)[Pd]([P](C=4C=CC=CC4)(C=5C=CC=CC5)C=6C=CC=CC6)([P](C=7C=CC=CC7)(C=8C=CC=CC8)C=9C=CC=CC9)[P](C=1C=CC=CC1)(C=1C=CC=CC1)C=1C=CC=CC1 (Pd(PPh3)4). Run in O1CCOCC1 (dioxane). Reaction conditions: temperature 45 celsius. The product is ClC1=C(C(=CC=C1F)OC)[C@@H](C)C1=CNC2=NC=C(C=C21)C=2C(=NN(C2)C[C@H](CO)O)C(F)(F)F ((2R)-3-[4-{3-[(1S)-1-(2-Chloro-3-fluoro-6-methoxyphenyl)ethyl]-1H-pyrrolo[2,3-b]pyridin-5-yl}-3-(trifluoromethyl)-1H-pyrazol-1-yl]propane-1,2-diol). RXN SMILES: [Cl:1][C:2]1[C:7]([F:8])=[CH:6][CH:5]=[C:4]([O:9][CH3:10])[C:3]=1[C@H:11]([C:13]1[C:21]2[C:16](=[N:17][CH:18]=[C:19](B3OC(C)(C)C(C)(C)O3)[CH:20]=2)[NH:15][CH:14]=1)[CH3:12].Br[C:32]1[C:33]([C:45]([F:48])([F:47])[F:46])=[N:34][N:35]([CH2:37][C@@H:38]2[CH2:42][O:41]C(C)(C)[O:39]2)[CH:36]=1.C([O-])([O-])=O.[K+].[K+].O.Cl>C1C=CC([P]([Pd]([P](C2C=CC=CC=2)(C2C=CC=CC=2)C2C=CC=CC=2)([P](C2C=CC=CC=2)(C2C=CC=CC=2)C2C=CC=CC=2)[P](C2C=CC=CC=2)(C2C=CC=CC=2)C2C=CC=CC=2)(C2C=CC=CC=2)C2C=CC=CC=2)=CC=1.O1CCOCC1>[Cl:1][C:2]1[C:7]([F:8])=[CH:6][CH:5]=[C:4]([O:9][CH3:10])[C:3]=1[C@H:11]([C:13]1[C:21]2[C:16](=[N:17][CH:18]=[C:19]([C:32]3[C:33]([C:45]([F:47])([F:48])[F:46])=[N:34][N:35]([CH2:37][C@@H:38]([OH:39])[CH2:42][OH:41])[CH:36]=3)[CH:20]=2)[NH:15][CH:14]=1)[CH3:12] |f:2.3.4,^1:60,62,81,100|. Reported procedure: A mixture of 3-[(S)-1-(2-chloro-3-fluoro-6-methoxyphenyl)-ethyl]-5-(4,4,5,5-tetramethyl-[1,3,2]dioxaborolan-2-yl)-1H-pyrrolo[2,3-b]pyridine (10.0 mg, 0.0232 mmol), 4-bromo-1-{[(4R)-2,2-dimethyl-1,3-dioxolan-4-yl]methyl}-3-(trifluoromethyl)-1H-pyrazole (15.3 mg, 0.0464 mmol), Pd(PPh3)4 (1.34 mg, 0.00116 mmol), K2CO3 (9.63 mg, 0.0696 mmol) and 4:1 dioxane:H2O (0.5 mL, 5 mmol) was heated in a microwave reactor at 95° C. for 20 min. 12 M of HCl in H2O (0.1 mL, 1 mmol) was added, and the solution was...